Dataset: the Open Reaction Database (ORD), a public repository of structured organic reaction records. Task: describe an organic reaction: reactants, conditions, products, and yield Reactants: COC(=O)c1ccc(C=C2CCOCC2)cc1, CO, [H][H]. Yields the product COC(=O)c1ccc(CC2CCOCC2)cc1. As a reaction SMILES: [CH3:1][O:2][C:3]([c:4]1[cH:5][cH:6][c:7]([CH:10]=[C:11]2[CH2:12][CH2:13][O:14][CH2:15][CH2:16]2)[cH:8][cH:9]1)=[O:17].[CH3:20][OH:21].[H:18][H:19]>>[CH3:1][O:2][C:3]([c:4]1[cH:5][cH:6][c:7]([CH2:10][CH:11]2[CH2:12][CH2:13][O:14][CH2:15][CH2:16]2)[cH:8][cH:9]1)=[O:17].